Dataset: the Open Reaction Database (ORD), a public repository of structured organic reaction records. Task: describe an organic reaction: reactants, conditions, products, and yield Starting materials: Clc1nncs1, [H-], Nc1ccnc2cc(Cl)ccc12, [Na+], CN(C)C=O, O. Product: O=C(Nc1ccnc2cc(Cl)ccc12)c1nnc(Cl)s1. As a reaction SMILES: [Cl:15][c:16]1[n:17][n:18][cH:19][s:20]1.[H-:2].[NH2:3][c:4]1[cH:5][cH:6][n:7][c:8]2[cH:9][c:10]([Cl:14])[cH:11][cH:12][c:13]12.[Na+:1].[O:22]=[CH:23][N:24]([CH3:25])[CH3:26].[OH2:21]>>[NH:3]([c:4]1[cH:5][cH:6][n:7][c:8]2[cH:9][c:10]([Cl:14])[cH:11][cH:12][c:13]12)[C:23]([c:19]1[n:18][n:17][c:16]([Cl:15])[s:20]1)=[O:22]. Reactants: CO, Cl, C=CC(C)(Cc1cn(S(=O)(=O)N(C)C)c(C(C)(O)Cc2ccc(-c3ccc(F)cn3)cc2)n1)C(F)(F)F. Yields the product C=CC(C)(Cc1c[nH]c(C(C)(O)Cc2ccc(-c3ccc(F)cn3)cc2)n1)C(F)(F)F. RXN SMILES: [CH3:39][OH:40].[ClH:1].[F:2][c:3]1[cH:4][cH:5][c:6](-[c:9]2[cH:10][cH:11][c:12]([CH2:15][C:16]([CH3:17])([OH:18])[c:19]3[n:20]([S:33]([N:34]([CH3:35])[CH3:36])(=[O:37])=[O:38])[cH:21][c:22]([CH2:24][C:25]([CH:26]=[CH2:27])([C:28]([F:29])([F:30])[F:31])[CH3:32])[n:23]3)[cH:13][cH:14]2)[n:7][cH:8]1>>[F:2][c:3]1[cH:4][cH:5][c:6](-[c:9]2[cH:10][cH:11][c:12]([CH2:15][C:16]([CH3:17])([OH:18])[c:19]3[nH:20][cH:21][c:22]([CH2:24][C:25]([CH:26]=[CH2:27])([C:28]([F:29])([F:30])[F:31])[CH3:32])[n:23]3)[cH:13][cH:14]2)[n:7][cH:8]1. Product: Cc1cccc(S(=O)(=O)n2c(-c3ccccc3)cc(C=O)c2C)c1. RXN SMILES: [CH2:36]([Al+:37][CH2:38][CH:39]([CH3:40])[CH3:41])[CH:42]([CH3:43])[CH3:44].[CH3:1][c:2]1[n:3]([S:18](=[O:19])(=[O:20])[c:21]2[cH:22][c:23]([CH3:27])[cH:24][cH:25][cH:26]2)[c:4](-[c:12]2[cH:13][cH:14][cH:15][cH:16][cH:17]2)[cH:5][c:6]1[C:7](=[O:8])[O:9][CH2:10][CH3:11].[CH3:28][c:29]1[cH:30][cH:31][cH:32][cH:33][cH:34]1.[ClH:45].[H-:35].[O:46]1[CH2:47][CH2:48][CH2:49][CH2:50]1>>[CH3:1][c:2]1[n:3]([S:18](=[O:19])(=[O:20])[c:21]2[cH:22][c:23]([CH3:27])[cH:24][cH:25][cH:26]2)[c:4](-[c:12]2[cH:13][cH:14][cH:15][cH:16][cH:17]2)[cH:5][c:6]1[CH:7]=[O:8]. The reactants are CC(C)C[Al+]CC(C)C, CCOC(=O)c1cc(-c2ccccc2)n(S(=O)(=O)c2cccc(C)c2)c1C, Cc1ccccc1, Cl, [H-], C1CCOC1. The reactants are IC=1C=C(C(=NC1)NC)N (5-iodo-N2-methylpyridine-2,3-diamine), FC(C(=O)O)(F)F (trifluoroacetic acid). Run at time 1 hour. Yields the product IC=1C=C2C(=NC1)N(C(=N2)C(F)(F)F)C (6-iodo-3-methyl-2-trifluoromethyl-3H-imidazo[4,5-b]pyridine). Reaction SMILES: [I:1][C:2]1[CH:3]=[C:4]([NH2:10])[C:5]([NH:8][CH3:9])=[N:6][CH:7]=1.[F:11][C:12]([F:17])([F:16])[C:13](O)=O>>[I:1][C:2]1[CH:3]=[C:4]2[N:10]=[C:13]([C:12]([F:17])([F:16])[F:11])[N:8]([CH3:9])[C:5]2=[N:6][CH:7]=1. Procedure details: A mixture of 0.50 g of 5-iodo-N2-methylpyridine-2,3-diamine and 6 ml of trifluoroacetic acid was stirred at room temperature for 1 hour, and then stirred under heat-reflux for 9 hours. The cooled reaction mixture was concentrated under reduced pressure, then water was added, and the mixture was extracted with ethyl acetate. The organic layer was washed with water, then dried over anhydrous sodium sulfate and concentrated under reduced pressure. The resulting residue was applied to a silica gel c... The product is CCCc1c(C(=O)N(C)C2CCCCC2)cnn1-c1ccc(Cl)cc1. Reactants: CNC1CCCCC1, CCCc1c(C(=O)Cl)cnn1-c1ccc(Cl)cc1, ClCCl, CN(C)C=O. Reaction SMILES: [CH3:24][NH:25][CH:26]1[CH2:27][CH2:28][CH2:29][CH2:30][CH2:31]1.[Cl:1][c:2]1[cH:3][cH:4][c:5](-[n:8]2[n:9][cH:10][c:11]([C:16](=[O:17])[Cl:18])[c:12]2[CH2:13][CH2:14][CH3:15])[cH:6][cH:7]1.[Cl:32][CH2:33][Cl:34].[O:19]=[CH:20][N:21]([CH3:22])[CH3:23]>>[Cl:1][c:2]1[cH:3][cH:4][c:5](-[n:8]2[n:9][cH:10][c:11]([C:16](=[O:17])[N:25]([CH3:24])[CH:26]3[CH2:27][CH2:28][CH2:29][CH2:30][CH2:31]3)[c:12]2[CH2:13][CH2:14][CH3:15])[cH:6][cH:7]1. Starting materials: O=S1(OC2=C(C(=C1)C)C=CC=C2S(=O)(=O)N)=O (2,2-dioxo-4-methyl-1,2-benzoxathiin-8-ylsulfonamide), O1CCCC1 (tetrahydrofuran), [H][H] (hydrogen). Reagents/catalysts: [Pd] (palladium on carbon). Product: O=S1(OC2=C(CC1C)C=CC=C2S(=O)(=O)N)=O (3,4-dihydro-2,2-dioxo-3-methyl-1,2-benzoxathiin-8-ylsulfonamide). RXN SMILES: [O:1]=[S:2]1(=[O:17])[CH:7]=[C:6](C)[C:5]2[CH:9]=[CH:10][CH:11]=[C:12]([S:13]([NH2:16])(=[O:15])=[O:14])[C:4]=2[O:3]1.[H][H].O1CCC[CH2:21]1>[Pd]>[O:17]=[S:2]1(=[O:1])[CH:7]([CH3:21])[CH2:6][C:5]2[CH:9]=[CH:10][CH:11]=[C:12]([S:13]([NH2:16])(=[O:14])=[O:15])[C:4]=2[O:3]1. Procedure: 10.0 g of 2,2-dioxo-4-methyl-1,2-benzoxathiin-8-ylsulfonamide are dissolved in 200 ml of tetrahydrofuran and the solution is hydrogenated with hydrogen for 21/2 hours, in the presence of 2.0 g of 5% palladium on carbon catalyst, under a pressure of 4 bar and at a temperature of 40° C. After removal of the catalyst the solution is concentrated and the residue is crystallised from 120 ml of 70% aqueous ethanol, affording 9.0 g of 3,4-dihydro-2,2-dioxo-3-methyl-1,2-benzoxathiin-8-ylsulfonamide of m...